From a dataset of the Open Reaction Database (ORD), a public repository of structured organic reaction records. describe an organic reaction: reactants, conditions, products, and yield The reactants are C1(CCCCC1)=O (cyclohexanone), S(=O)(=O)([O-])[O-].[Mg+2] (magnesium sulphate), NC1(CC(CC(C1)C)(C)C)OO (1-amino-3,3,5-trimethylcyclohexyl hydroperoxide). Reagents/catalysts: S(O)(O)(=O)=O (sulphuric acid). The solvent is C(C)O (ethanol). Run at time 10 minute. Yields the product C1(CCCCC1)=O (cyclohexanone), CC1CC(=O)CC(C1)(C)C (dihydroisophorone). As a reaction SMILES: [C:1]1(=[O:7])[CH2:6][CH2:5][CH2:4][CH2:3][CH2:2]1.N[C:9]1([O:18]O)[CH2:14][CH:13]([CH3:15])[CH2:12][C:11]([CH3:17])([CH3:16])[CH2:10]1.S([O-])([O-])(=O)=O.[Mg+2]>S(=O)(=O)(O)O.C(O)C>[C:1]1(=[O:7])[CH2:6][CH2:5][CH2:4][CH2:3][CH2:2]1.[CH3:15][CH:13]1[CH2:12][C:11]([CH3:17])([CH3:16])[CH2:10][C:9](=[O:18])[CH2:14]1 |f:2.3|. Reported procedure: To a stirred mixture of cyclohexanone (19.6 g.) and ethanol (50 c.c.), kept at or below 0°C, was added 1-amino-3,3,5-trimethylcyclohexyl hydroperoxide (17.3 g., 78% pure); solution was complete in ca. 10 min. To the solution was added conc. sulphuric acid (3 drops) and magnesium sulphate and the mixture was stored at 0°C for 3 days. The solid was filtered off, the filtrate washed with water, dried and distilled, to give cyclohexanone, dihydroisophorone and a fraction (11.5 g.), b.p. 90° - 100° a... Reactants: ClC=1N=C(C2=C(C(=NC(=N2)Cl)N2CCCCC2)N1)N1CCCCC1 (2,6-dichloro-4,8-dipiperidinopyrimidopyrimidine), alkoxide, O (water), [Na] (Sodium), CC(CCO)C (3-methylbutan-1-ol). Run in C1CCOC1 (THF), C1CCOC1 (THF). The product is CC(CCOC=1N=C(C2=C(C(=NC(=N2)OCCC(C)C)N2CCCCC2)N1)N1CCCCC1)C (2,6-Di-(3′-methylbutoxy)-4,8-dipiperidinopyrimidopyrimidine). Yield: 63.0%. RXN SMILES: [Na].[CH3:2][CH:3]([CH3:7])[CH2:4][CH2:5][OH:6].Cl[C:9]1[N:10]=[C:11]([N:26]2[CH2:31][CH2:30][CH2:29][CH2:28][CH2:27]2)[C:12]2[N:17]=[C:16](Cl)[N:15]=[C:14]([N:19]3[CH2:24][CH2:23][CH2:22][CH2:21][CH2:20]3)[C:13]=2[N:25]=1.[OH2:32]>C1COCC1>[CH3:2][CH:3]([CH3:7])[CH2:4][CH2:5][O:6][C:9]1[N:10]=[C:11]([N:26]2[CH2:31][CH2:30][CH2:29][CH2:28][CH2:27]2)[C:12]2[N:17]=[C:16]([O:32][CH2:5][CH2:4][CH:3]([CH3:7])[CH3:2])[N:15]=[C:14]([N:19]3[CH2:24][CH2:23][CH2:22][CH2:21][CH2:20]3)[C:13]=2[N:25]=1 |^1:0|. Procedure details: Sodium metal (0.115 g, 5 mmol) was added to 3-methylbutan-1-ol (0.44 g, 5 mmol) in dry THF (5 ml) and stirred until all had dissolved. 2,6-dichloro-4,8-dipiperidinopyrimidopyrimidine (0.184 g, 0.5 mmol) dissolved in dry THF (10 ml) was added to the alkoxide and the mixture heated under reflux for 72 hours. After cooling to room temperature, water (20 ml) was added and the product extracted into ethyl acetate (4×20 ml). The organic layers were combined, dried (MgSO4), filtered and the solvent rem...